From a dataset of the Open Reaction Database (ORD), a public repository of structured organic reaction records. describe an organic reaction: reactants, conditions, products, and yield The solvent is CN(C=O)C (dimethylformamide), S1(=O)(=O)CCCC1 (sulpholane). Run at temperature 100 celsius, time 30 minute. RXN SMILES: [CH:1]([C:3]1[C:11]2[C:6](=[CH:7][C:8]([C:12]([O:14][CH3:15])=[O:13])=[CH:9][CH:10]=2)[NH:5][CH:4]=1)=O.C1(C)C=CC(S(O)(=O)=O)=CC=1.C([BH3-])#N.[Na+].O>CN(C)C=O.S1(CCCC1)(=O)=O>[CH3:1][C:3]1[C:11]2[C:6](=[CH:7][C:8]([C:12]([O:14][CH3:15])=[O:13])=[CH:9][CH:10]=2)[NH:5][CH:4]=1 |f:2.3|. The yield is 91.3%. The product is CC1=CNC2=CC(=CC=C12)C(=O)OC (Methyl 3-methyl-1H-indole-6-carboxylate). The reactants are C(=O)C1=CNC2=CC(=CC=C12)C(=O)OC (methyl 3-formyl-1H-indole-6-carboxylate), C1(=CC=C(C=C1)S(=O)(=O)O)C (p-toluenesulphonic acid), p-toluenesulphonylhydrazide, C(#N)[BH3-].[Na+] (sodium cyanoborohydride), ice water, O (Water). Reported procedure: A mixture of methyl 3-formyl-1H-indole-6-carboxylate (12.0 g), p-toluenesulphonic acid (2.0 g) and p-toluenesulphonylhydrazide (13.0 g) in a mixture of dimethylformamide (100 ml) and sulpholane (50 ml) was heated at 100° C. for 15 minutes and then cooled to room temperature. The mixture was treated with sodium cyanoborohydride (15.0 g, 5 g portions after 10 minute intervals), then heated at 100° C. for 2 hours. After cooling to ambient temperature the reaction mixture was treated with ice water ...